From a dataset of the Open Reaction Database (ORD), a public repository of structured organic reaction records. describe an organic reaction: reactants, conditions, products, and yield The reactants are CN(C)C=O, COc1nc(C)cnc1NC(=O)OCC(C)C, O=S(=O)(Cl)c1cccnc1Cl, Cl, [H-], [Na+], O. The product is COc1nc(C)cnc1N(C(=O)OCC(C)C)S(=O)(=O)c1cccnc1Cl. Reaction SMILES: [CH3:32][N:33]([CH3:34])[CH:35]=[O:36].[CH3:3][O:4][c:5]1[c:6]([NH:12][C:13]([O:14][CH2:15][CH:16]([CH3:17])[CH3:18])=[O:19])[n:7][cH:8][c:9]([CH3:11])[n:10]1.[Cl:20][c:21]1[n:22][cH:23][cH:24][cH:25][c:26]1[S:27](=[O:28])(=[O:29])[Cl:30].[ClH:31].[H-:1].[Na+:2].[OH2:37]>>[CH3:3][O:4][c:5]1[c:6]([N:12]([C:13]([O:14][CH2:15][CH:16]([CH3:17])[CH3:18])=[O:19])[S:27]([c:26]2[c:21]([Cl:20])[n:22][cH:23][cH:24][cH:25]2)(=[O:28])=[O:29])[n:7][cH:8][c:9]([CH3:11])[n:10]1. Reactants: [N+](=O)([O-])C=1C=C(C=CC1NC(C)=O)C1=CC(=C(NC(C)=O)C=C1)[N+](=O)[O-] (3,3′-dinitro-N,N′-diacetylbenzidine), [N+](=O)(O)[O-] (nitric acid), [N+](=O)([O-])C=1C=C(C=CC1NC(C)=O)C1=CC(=C(NC(C)=O)C=C1)[N+](=O)[O-] (3,3′-Dinitro-N,N′-diacetylbenzidine). Solvent: C(C)(=O)OC(C)=O (acetic anhydride), C1(=CC=C(N)C=C1)C1=CC=C(N)C=C1 (benzidine), C(C)(=O)OC(C)=O (acetic anhydride), C(C)(=O)O (acetic acid). The product is NC=1C=C(C=CC1N)C1=CC(=C(C=C1)N)N (3,3′,4,4′-tetraaminobiphenyl). RXN SMILES: [N+:1]([C:4]1[CH:5]=[C:6]([C:14]2[CH:23]=[CH:22][C:17]([NH:18]C(=O)C)=[C:16]([N+:24]([O-])=O)[CH:15]=2)[CH:7]=[CH:8][C:9]=1[NH:10]C(=O)C)([O-])=O.[N+]([O-])(O)=O>C1(C2C=CC(N)=CC=2)C=CC(N)=CC=1.C(OC(=O)C)(=O)C.C(O)(=O)C>[NH2:1][C:4]1[CH:5]=[C:6]([C:14]2[CH:23]=[CH:22][C:17]([NH2:18])=[C:16]([NH2:24])[CH:15]=2)[CH:7]=[CH:8][C:9]=1[NH2:10]. Procedure: That is, amino groups in benzidine are first protected by N-acetylation with acetic anhydride, and the resulting acetylated compound is then converted into 3,3′-dinitro-N,N′-diacetylbenzidine by nitration. For example, this nitration is performed with concentrated nitric acid in a mixture of acetic anhydride and acetic acid. 3,3′-Dinitro-N,N′-diacetylbenzidine is treated with a base to remove the acetyl groups and then treated with tin (II) chloride in hydrochloric acid to reduce the nitro group... Starting materials: ClC=1OC(=C(N1)C1=CC=C(C=C1)Cl)CCCOC1=C(C=CC=C1)OC (2-chloro-4-(4-chlorophenyl)-5-[3-(2-methoxyphenoxy)propyl]oxazole), OCC1CNCCC1 (3-hydroxymethylpiperidine), CC(CC)=O (2-butanone). Run in O (water). The product is ClC1=CC=C(C=C1)C=1N=C(OC1CCCOC1=C(C=CC=C1)OC)N1CC(CCC1)CO (4-(4-chlorophenyl)-2-(3-hydroxymethyl-1-piperidinyl)-5-[3-(2-methoxyphenoxy)propyl]oxazole), oil. The yield is 27.0%. RXN SMILES: Cl[C:2]1[O:3][C:4]([CH2:14][CH2:15][CH2:16][O:17][C:18]2[CH:23]=[CH:22][CH:21]=[CH:20][C:19]=2[O:24][CH3:25])=[C:5]([C:7]2[CH:12]=[CH:11][C:10]([Cl:13])=[CH:9][CH:8]=2)[N:6]=1.[OH:26][CH2:27][CH:28]1[CH2:33][CH2:32][CH2:31][NH:30][CH2:29]1.CC(=O)CC>O>[Cl:13][C:10]1[CH:11]=[CH:12][C:7]([C:5]2[N:6]=[C:2]([N:30]3[CH2:31][CH2:32][CH2:33][CH:28]([CH2:27][OH:26])[CH2:29]3)[O:3][C:4]=2[CH2:14][CH2:15][CH2:16][O:17][C:18]2[CH:23]=[CH:22][CH:21]=[CH:20][C:19]=2[O:24][CH3:25])=[CH:8][CH:9]=1. Procedure details: A mixture of 2-chloro-4-(4-chlorophenyl)-5-[3-(2-methoxyphenoxy)propyl]oxazole (378 mg), 3-hydroxymethylpiperidine (1.29 g) and 2-butanone (10 ml) was stirred with heating under reflux for 12 hours. The reaction mixture was poured into 100 ml of water and extracted with ethyl acetate (100 ml×2). The organic layer was washed with 100 ml of water, dried over anhydrous magnesium sulfate and then concentrated. The residue was subjected to silica gel column chromatography, and 4-(4-chlorophenyl)-2-(3... The reactants are [Si](C)(C)(C(C)(C)C)O[C@@H](CNC1CCN(CC1)C(=O)C=1C=C(C=CC1)S(=O)(=O)C=1C=C2C(=C(C=NC2=C(C1)C)C(=O)N)NC1=CC(=CC=C1)OC)C1=C2C=CC(NC2=C(C=C1)O)=O ((R)-6-[[3-[[4-[[2-[(Tert-Butyldimethylsilyl)oxy]-2-(8-hydroxy-2-oxo-1,2-dihydroquinolin-5-yl)ethyl]amino]piperidin-1-yl]carbonyl]phenyl]sulfonyl]-4-[(3-methoxyphenyl)amino]-8-methylquinoline-3-carboxamide), NC[C@H](O)C1=CC(=C(C=C1)O)CO[Si](C)(C)C(C)(C)C ((R)-4-(2-Amino-1-hydroxyethyl)-2-[[(tert-butyldimethylsilyl)oxy]methyl]phenol), C45H56N5O8SSi. Product: [Si](C)(C)(C(C)(C)C)OCC=1C=C(C=CC1O)[C@H](CNC1CCN(CC1)C(=O)C=1C=C(C=CC1)S(=O)(=O)C=1C=C2C(=C(C=NC2=C(C1)C)C(=O)N)NC1=CC(=CC=C1)OC)O ((R)-6-[[3-[[4-[[2-[3-[[(tert-Butyldimethylsilyl)oxy]methyl]-4-hydroxyphenyl]-2-hydroxyethyl]-amino]piperidine-1-yl]-carbonyl]phenyl]sulfonyl]-4-[(3-methoxyphenyl)amino]-8-methylquinoline-3-carboxamide). Reaction SMILES: [Si](O[C@H](C1C=CC(O)=C2C=1C=CC(=O)N2)CN[CH:12]1[CH2:17][CH2:16][N:15]([C:18]([C:20]2[CH:21]=[C:22]([S:26]([C:29]3[CH:30]=[C:31]4[C:36](=[C:37]([CH3:39])[CH:38]=3)[N:35]=[CH:34][C:33]([C:40]([NH2:42])=[O:41])=[C:32]4[NH:43][C:44]3[CH:49]=[CH:48][CH:47]=[C:46]([O:50][CH3:51])[CH:45]=3)(=[O:28])=[O:27])[CH:23]=[CH:24][CH:25]=2)=[O:19])[CH2:14][CH2:13]1)(C(C)(C)C)(C)C.[NH2:64][CH2:65][C@@H:66]([C:68]1[CH:73]=[CH:72][C:71]([OH:74])=[C:70]([CH2:75][O:76][Si:77]([C:80]([CH3:83])([CH3:82])[CH3:81])([CH3:79])[CH3:78])[CH:69]=1)[OH:67]>>[Si:77]([O:76][CH2:75][C:70]1[CH:69]=[C:68]([C@@H:66]([OH:67])[CH2:65][NH:64][CH:12]2[CH2:17][CH2:16][N:15]([C:18]([C:20]3[CH:21]=[C:22]([S:26]([C:29]4[CH:30]=[C:31]5[C:36](=[C:37]([CH3:39])[CH:38]=4)[N:35]=[CH:34][C:33]([C:40]([NH2:42])=[O:41])=[C:32]5[NH:43][C:44]4[CH:49]=[CH:48][CH:47]=[C:46]([O:50][CH3:51])[CH:45]=4)(=[O:27])=[O:28])[CH:23]=[CH:24][CH:25]=3)=[O:19])[CH2:14][CH2:13]2)[CH:73]=[CH:72][C:71]=1[OH:74])([C:80]([CH3:83])([CH3:82])[CH3:81])([CH3:78])[CH3:79]. Reported procedure: The title compound was synthesized in a manner analogous to that described for Intermediate 150, using Intermediate 9 in place of Intermediate 2. ES/MS calcd. for C45H56N5O8SSi+ 854.4. Found m/z=854 (M+H)+.